From a dataset of the Open Reaction Database (ORD), a public repository of structured organic reaction records. describe an organic reaction: reactants, conditions, products, and yield The reactants are O.CN(C[C@@H](NC(=O)OC(C)(C)C)C(=O)O)C (3-dimethylamino-N2 -(t-butoxycarbonyl)-D-alanine monohydrate), CC(CCNC([C@@H](N)CC1=CC=CC=C1)=O)C (N-(3-methylbutyl)-L-phenylalaninamide). The solvent is O1CCCC1 (tetrahydrofuran). Yields the product CN(C[C@@H](NC(=O)OC(C)(C)C)C(=O)N[C@@H](CC1=CC=CC=C1)C(=O)NCCC(C)C)C ([3-dimethylamino-N2 -(t-butoxycarbonyl)-D-alanyl]-N-(3-methylbutyl)-L-phenylalaninamide). RXN SMILES: O.[CH3:2][N:3]([CH3:17])[CH2:4][C@H:5]([C:14]([OH:16])=O)[NH:6][C:7]([O:9][C:10]([CH3:13])([CH3:12])[CH3:11])=[O:8].[CH3:18][CH:19]([CH3:34])[CH2:20][CH2:21][NH:22][C:23](=[O:33])[C@H:24]([CH2:26][C:27]1[CH:32]=[CH:31][CH:30]=[CH:29][CH:28]=1)[NH2:25]>O1CCCC1>[CH3:17][N:3]([CH3:2])[CH2:4][C@H:5]([C:14]([NH:25][C@H:24]([C:23]([NH:22][CH2:21][CH2:20][CH:19]([CH3:34])[CH3:18])=[O:33])[CH2:26][C:27]1[CH:32]=[CH:31][CH:30]=[CH:29][CH:28]=1)=[O:16])[NH:6][C:7]([O:9][C:10]([CH3:11])([CH3:12])[CH3:13])=[O:8] |f:0.1|. Reported procedure: By the method of part A of Example 1, in two runs, and using tetrahydrofuran instead of acetone as solvent 3-dimethylamino-N2 -(t-butoxycarbonyl)-D-alanine monohydrate (1.00 g., 716 mg.) was condensed with N-(3-methylbutyl)-L-phenylalaninamide (part D of Example 1, 1.05 g., 760 mg.). The products (2.06 g., 1.21 g.) were combined and purified by reverse phase high pressure liquid chromatography on octadecylsilated silica gel using ammonium acetate (0.2%) in methanol-water (70:30) as the eluant, a... Procedure details: To a mixture of methyl 4-amino-3-bromophenylacetate (587 mg, 2.40 mmol) and 2-methylphenyl isocyanate (0.287 ml, 2.40 mmol) in THF (2 ml) was added Et3 N (33 ml, 0.24 mmol) at room temperature. After 21 h stirring, the reaction mixture was concentrated in vacuo. The residue was triturated by the addition of n-hexane to give methyl 3-bromo-4-[N′-(2-methylphenyl)ureido]phenylacetate (650 mg, 72%) as a pale brown powder. 1H-NMR (CDCl3) δ2.34 (s, 3H), 3.53 (s, 2H), 3.68 (s, 3H), 6.18 (br, 1H), 6.96 ... Reaction conditions: time 21 hour. Solvent: C1CCOC1 (THF). Isolated yield 71.8%. Starting materials: NC1=C(C=C(C=C1)CC(=O)OC)Br (methyl 4-amino-3-bromophenylacetate), CC1=C(C=CC=C1)N=C=O (2-methylphenyl isocyanate). Yields the product BrC=1C=C(C=CC1NC(=O)NC1=C(C=CC=C1)C)CC(=O)OC (methyl 3-bromo-4-[N′-(2-methylphenyl)ureido]phenylacetate). RXN SMILES: [NH2:1][C:2]1[CH:7]=[CH:6][C:5]([CH2:8][C:9]([O:11][CH3:12])=[O:10])=[CH:4][C:3]=1[Br:13].[CH3:14][C:15]1[CH:20]=[CH:19][CH:18]=[CH:17][C:16]=1[N:21]=[C:22]=[O:23]>C1COCC1>[Br:13][C:3]1[CH:4]=[C:5]([CH2:8][C:9]([O:11][CH3:12])=[O:10])[CH:6]=[CH:7][C:2]=1[NH:1][C:22]([NH:21][C:16]1[CH:17]=[CH:18][CH:19]=[CH:20][C:15]=1[CH3:14])=[O:23]. Starting materials: C12(CC3CC(CC(C1)C3)C2)CCC2=C(N=C(N2)C2CCCCC2)C(=O)O (5-(2-Adamantan-1-yl-ethyl)-2-cyclohexyl-1H-imidazole-4-carboxylic acid), COC(C1=C(C=CC(=C1)N)F)=O (5-amino-2-fluoro-benzoic acid methyl ester), methyl ester. Yields the product C12(CC3CC(CC(C1)C3)C2)CCC2=C(N=C(N2)C2CCCCC2)C(=O)NC=2C=CC(=C(C(=O)O)C2)F (5-{[5-(2-Adamantan-1-yl-ethyl)-2-cyclohexyl-1H-imidazole-4-carbonyl]-amino}-2-fluoro-benzoic Acid). Reaction SMILES: [C:1]12([CH2:11][CH2:12][C:13]3[NH:17][C:16]([CH:18]4[CH2:23][CH2:22][CH2:21][CH2:20][CH2:19]4)=[N:15][C:14]=3[C:24](O)=[O:25])[CH2:10][CH:5]3[CH2:6][CH:7]([CH2:9][CH:3]([CH2:4]3)[CH2:2]1)[CH2:8]2.C[O:28][C:29](=[O:38])[C:30]1[CH:35]=[C:34]([NH2:36])[CH:33]=[CH:32][C:31]=1[F:37]>>[C:1]12([CH2:11][CH2:12][C:13]3[NH:17][C:16]([CH:18]4[CH2:19][CH2:20][CH2:21][CH2:22][CH2:23]4)=[N:15][C:14]=3[C:24]([NH:36][C:34]3[CH:33]=[CH:32][C:31]([F:37])=[C:30]([CH:35]=3)[C:29]([OH:38])=[O:28])=[O:25])[CH2:10][CH:5]3[CH2:6][CH:7]([CH2:9][CH:3]([CH2:4]3)[CH2:2]1)[CH2:8]2. Procedure details: 5-(2-Adamantan-1-yl-ethyl)-2-cyclohexyl-1H-imidazole-4-carboxylic acid (Example 252) was reacted with 5-amino-2-fluoro-benzoic acid methyl ester according to the procedure of Example 20, step d. The methyl ester was hydrolysed using the same procedure as in Example 36, step d to afford the title compound. 1H NMR (300 MHz, d6-DMSO) 10.79 (1H, br s), 8.32 (1H, dd), 7.97 (1H, m), 7.32 (1H, m), 2.91 (3H, m), 1.98-1.34 (27H, m). The acid was converted to the N-methyl-D-glucamine salt and lyophilised ... Reactants: [H-].[Na+] (NaH), C(C#CC)OC1=CC=C(C=C1)S(=O)(=O)NC(C(=O)O)CC1=CNC2=CC=C(C=C12)C (2-(4-but-2-ynyloxy-benzenesulfonylamino)-3-(5-methyl-1H-indol-3-yl)-propionic acid), COC1=CC=C(CCl)C=C1 (4-Methoxy-benzyl chloride). Run in CN(C=O)C (N,N-dimethylformamide). Run at time 20 minute. Product: C(C#CC)OC1=CC=C(C=C1)S(=O)(=O)NC(C(=O)O)CC1=CN(C2=CC=C(C=C12)C)CC1=CC=C(C=C1)OC (2-(4-BUT-2-YNYLOXY-BENZENESULFONYLAMINO)-3-[1-(4-METHOXY-BENZYL)-5-METHYL-1H-INDOL-3-YL]-PROPIONIC Acid). The yield is 67.2%. As a reaction SMILES: [H-].[Na+].[CH2:3]([O:7][C:8]1[CH:13]=[CH:12][C:11]([S:14]([NH:17][CH:18]([CH2:22][C:23]2[C:31]3[C:26](=[CH:27][CH:28]=[C:29]([CH3:32])[CH:30]=3)[NH:25][CH:24]=2)[C:19]([OH:21])=[O:20])(=[O:16])=[O:15])=[CH:10][CH:9]=1)[C:4]#[C:5][CH3:6].[CH3:33][O:34][C:35]1[CH:42]=[CH:41][C:38]([CH2:39]Cl)=[CH:37][CH:36]=1>CN(C)C=O>[CH2:3]([O:7][C:8]1[CH:9]=[CH:10][C:11]([S:14]([NH:17][CH:18]([CH2:22][C:23]2[C:31]3[C:26](=[CH:27][CH:28]=[C:29]([CH3:32])[CH:30]=3)[N:25]([CH2:39][C:38]3[CH:41]=[CH:42][C:35]([O:34][CH3:33])=[CH:36][CH:37]=3)[CH:24]=2)[C:19]([OH:21])=[O:20])(=[O:15])=[O:16])=[CH:12][CH:13]=1)[C:4]#[C:5][CH3:6] |f:0.1|. Procedure details: In a 20 mL vial, NaH (60% in mineral oil) (0.033 g, 0.831 mmol) was added to a solution of 2-(4-but-2-ynyloxy-benzenesulfonylamino)-3-(5-methyl-1H-indol-3-yl)-propionic acid (Example 1) (0.100 g, 0.234 mmol) in anhydrous N,N-dimethylformamide (2 mL) at 0° C. The reaction mixture was placed in a shaker for 20 min. at 0° C. 4-Methoxy-benzyl chloride (0.032 mL, 0.234 mmol) was added to the solution and allowed to react for 10 hours at 0° C. The reaction mixture was quenched with H2O and acidified w... Starting materials: C(CCCCCCCCCCCCCCC)NC1=CC=C(C(=O)O)C=C1 (4-(n-hexadecylamino)benzoic acid), [Cl-] (chloride), C(Cl)(Cl)Cl (chloroform), C([O-])([O-])=O.[Na+].[Na+] (sodium carbonate). Run in O (water). Conditions: temperature 40 celsius, time 2 hour. The product is C(=O)(OCC1=CC=CC=C1)N(C1=CC=C(C(=O)Cl)C=C1)CCCCCCCCCCCCCCCC (N-carbobenzyloxy-4-(hexadecylamino)benzoyl chloride). Reaction SMILES: [CH2:1]([NH:17][C:18]1[CH:26]=[CH:25][C:21]([C:22]([OH:24])=O)=[CH:20][CH:19]=1)[CH2:2][CH2:3][CH2:4][CH2:5][CH2:6][CH2:7][CH2:8][CH2:9][CH2:10][CH2:11][CH2:12][CH2:13][CH2:14][CH2:15][CH3:16].C(Cl)(Cl)Cl.[C:31](=[O:34])([O-])[O-:32].[Na+].[Na+].[Cl-:37]>O>[C:31]([N:17]([CH2:1][CH2:2][CH2:3][CH2:4][CH2:5][CH2:6][CH2:7][CH2:8][CH2:9][CH2:10][CH2:11][CH2:12][CH2:13][CH2:14][CH2:15][CH3:16])[C:18]1[CH:19]=[CH:20][C:21]([C:22]([Cl:37])=[O:24])=[CH:25][CH:26]=1)([O:32][CH2:22][C:21]1[CH:25]=[CH:26][CH:18]=[CH:19][CH:20]=1)=[O:34] |f:2.3.4|. Reported procedure: To 15 g. of 4-(n-hexadecylamino)benzoic acid in 200 ml. warm chloroform is added 15 g. sodium carbonate in 150 ml. water. To the vigorously stirred solution is added 10 g. carbobenzoyl chloride. After 2 hours stirring at 40° C., the layers are separated, washed three times with 1 N hydrochloric acid, dried, and evaporated to an oil. The oil is dissolved in 300 ml. toluene, treated with 15 ml. of thionyl chloride, and the solution is refluxed for 5 hours. The solvents are evaporated and the resid... Starting materials: N1(CCOCC1)C1=CC=C2CCCC(C2=C1)=NO (7-morpholin-4-yl-3,4-dihydro-2H-naphthalen-1-one oxime), [H][H] (hydrogen). Reagents/catalysts: [C].[Pd] (palladium-carbon). The solvent is C(C)O (ethanol). Yields the product N1(CCOCC1)C1=CC=C2CCCC(C2=C1)N (7-morpholin-4-yl-1,2,3,4-tetrahydro-naphthalen-1-ylamine). Isolated yield 30.4%. Reaction SMILES: [N:1]1([C:7]2[CH:16]=[C:15]3[C:10]([CH2:11][CH2:12][CH2:13][C:14]3=[N:17]O)=[CH:9][CH:8]=2)[CH2:6][CH2:5][O:4][CH2:3][CH2:2]1.[H][H]>C(O)C.[C].[Pd]>[N:1]1([C:7]2[CH:16]=[C:15]3[C:10]([CH2:11][CH2:12][CH2:13][CH:14]3[NH2:17])=[CH:9][CH:8]=2)[CH2:6][CH2:5][O:4][CH2:3][CH2:2]1 |f:3.4|. Procedure details: A solution of crude 7-morpholin-4-yl-3,4-dihydro-2H-naphthalen-1-one oxime (384 mg) and 10% palladium-carbon (water content: 48%, 350 mg) in ethanol (10 mL) was stirred in a hydrogen atmosphere (0.4 Mpa) at room temperature for 8 hours. The reaction solution was filtered on a celite, and the filtrate was concentrated under reduced pressure. The resulting residue was purified by silica gel chromatography (Carrier: Chromatorex™ NH, elution solvent: heptane-ethyl acetate system->ethyl acetate-metha... Starting materials: C1CCOC1, CC(=O)[O-], CO, O=[N+]([O-])c1cc(F)c(NC(CO)c2ccc(F)cc2)c(F)c1Nc1cc(C2CC2)[nH]n1, [Cl-], [NH4+], [NH4+], [Zn]. Product: Nc1cc(F)c(NC(CO)c2ccc(F)cc2)c(F)c1Nc1cc(C2CC2)[nH]n1. RXN SMILES: [CH2:41]1[O:42][CH2:43][CH2:44][CH2:45]1.[CH3:35][C:36](=[O:37])[O-:38].[CH3:39][OH:40].[CH:3]1([c:6]2[cH:7][c:8]([NH:11][c:12]3[c:13]([F:33])[c:14]([NH:22][CH:23]([CH2:24][OH:25])[c:26]4[cH:27][cH:28][c:29]([F:32])[cH:30][cH:31]4)[c:15]([F:21])[cH:16][c:17]3[N+:18]([O-:19])=[O:20])[n:9][nH:10]2)[CH2:4][CH2:5]1.[Cl-:1].[NH4+:2].[NH4+:34].[Zn:46]>>[CH:3]1([c:6]2[cH:7][c:8]([NH:11][c:12]3[c:13]([F:33])[c:14]([NH:22][CH:23]([CH2:24][OH:25])[c:26]4[cH:27][cH:28][c:29]([F:32])[cH:30][cH:31]4)[c:15]([F:21])[cH:16][c:17]3[NH2:18])[n:9][nH:10]2)[CH2:4][CH2:5]1. Starting materials: [F-].[K+] (potassium fluoride), N1(N=CC=C1)C1=CC=C(CC=2C(=C(C(=C(C(=O)OC)C2)OS(=O)(=O)C(F)(F)F)F)C)C=C1 (methyl 5-(4-(1H-pyrazol-1-yl)benzyl)-3-fluoro-4-methyl-2-(((trifluoromethyl)sulfonyl)oxy)benzoate), C(CCC)C(=C(CCCC)CCCC)[Sn] (tributylvinyltin), [Cl-].[Li+] (lithium chloride). Reagents/catalysts: Cl[Pd]([P](C1=CC=CC=C1)(C2=CC=CC=C2)C3=CC=CC=C3)([P](C4=CC=CC=C4)(C5=CC=CC=C5)C6=CC=CC=C6)Cl (trans-dichlorobis(triphenylphosphine)palladium(II)). Solvent: CN(C)C=O (DMF). Reaction conditions: temperature 90 celsius, time 1.5 hour. Product: N1(N=CC=C1)C1=CC=C(CC=2C(=C(C(=C(C(=O)OC)C2)C=C)F)C)C=C1 (methyl 5-(4-(1H-pyrazol-1-yl)benzyl)-3-fluoro-4-methyl-2-vinylbenzoate). The yield is 91.2%. As a reaction SMILES: [N:1]1([C:6]2[CH:32]=[CH:31][C:9]([CH2:10][C:11]3[C:12]([CH3:30])=[C:13]([F:29])[C:14](OS(C(F)(F)F)(=O)=O)=[C:15]([CH:20]=3)[C:16]([O:18][CH3:19])=[O:17])=[CH:8][CH:7]=2)[CH:5]=[CH:4][CH:3]=[N:2]1.[CH2:33](C([Sn])=C(CCCC)CCCC)[CH2:34]CC.[Cl-].[Li+].[F-].[K+]>Cl[Pd](Cl)([P](C1C=CC=CC=1)(C1C=CC=CC=1)C1C=CC=CC=1)[P](C1C=CC=CC=1)(C1C=CC=CC=1)C1C=CC=CC=1.CN(C=O)C>[N:1]1([C:6]2[CH:32]=[CH:31][C:9]([CH2:10][C:11]3[C:12]([CH3:30])=[C:13]([F:29])[C:14]([CH:33]=[CH2:34])=[C:15]([CH:20]=3)[C:16]([O:18][CH3:19])=[O:17])=[CH:8][CH:7]=2)[CH:5]=[CH:4][CH:3]=[N:2]1 |f:2.3,4.5,^1:34,54,73|. Procedure: A mixture of methyl 5-(4-(1H-pyrazol-1-yl)benzyl)-3-fluoro-4-methyl-2-(((trifluoromethyl)sulfonyl)oxy)benzoate (11.8 g), tributylvinyltin (11.9 g), trans-dichlorobis(triphenylphosphine)palladium(II) (0.88 g), lithium chloride (7.84 g) and DMF (240 mL) was stirred at 90° C. for 1.5 hr under argon atmosphere. To the reaction mixture was added aqueous potassium fluoride solution, and the precipitated insoluble substance was removed by filtration through Celite. The filtrate was diluted with ethyl a... Starting materials: COC1=CC=C(C=C1)N1CCC(CC1)=NO (1-(4-methoxy-phenyl)-piperidin-4-one oxime), COCCO[AlH2-]OCCOC.[Na+] (Red-Al). The solvent is C1(=CC=CC=C1)C (toluene), C1(=CC=CC=C1)C (toluene). Product: COC1=CC=C(C=C1)N1CCC(CC1)N (1-(4-methoxy-phenyl)-piperidin-4-yl-amine). Isolated yield 82.4%. As a reaction SMILES: [CH3:1][O:2][C:3]1[CH:8]=[CH:7][C:6]([N:9]2[CH2:14][CH2:13][C:12](=[N:15]O)[CH2:11][CH2:10]2)=[CH:5][CH:4]=1.COCCO[AlH2-]OCCOC.[Na+]>C1(C)C=CC=CC=1>[CH3:1][O:2][C:3]1[CH:4]=[CH:5][C:6]([N:9]2[CH2:14][CH2:13][CH:12]([NH2:15])[CH2:11][CH2:10]2)=[CH:7][CH:8]=1 |f:1.2|. Reported procedure: A mixture of 1-(4-methoxy-phenyl)-piperidin-4-one oxime (4.55 g, 20.6 mmol), “Red-Al®” (70% in toluene, 23.4 ml) and toluene (10 ml) was heated at 140° for 2 h. After cooling, the reaction mixture was poured on H2O (100 ml). Extraction of the solution with CH2Cl2, drying of the organic layer, evaporation of the solvent and purification of the residue by chromatography (SiO2, CH2Cl2—MeOH—aq. NH3 140:10:1) gave 1-(4-methoxy-phenyl)-piperidin-4-yl-amine (3.5 g, 89%, white crystals, MS: m/e=207.2 (M... Reactants: Cc1ccc(C)cc1, O, O=[N+]([O-])O. Yields the product Cc1ccc(C)c([N+](=O)[O-])c1. Reaction SMILES: [CH3:1][c:2]1[cH:3][cH:4][c:5]([CH3:6])[cH:7][cH:8]1.[OH2:13].[OH:9][N+:10]([O-:11])=[O:12]>>[CH3:1][c:2]1[c:3]([N+:10](=[O:9])[O-:11])[cH:4][c:5]([CH3:6])[cH:7][cH:8]1.